This data is from the Open Reaction Database (ORD), a public repository of structured organic reaction records. The task is: describe an organic reaction: reactants, conditions, products, and yield Reactants: COC(=O)c1ccccc1N, CCOC(OCC)OCC, CCCCCC, Nc1nnn[nH]1. The product is COC(=O)c1ccccc1N=CNc1nnn[nH]1. Reaction SMILES: [C:17]([c:18]1[c:19]([NH2:20])[cH:21][cH:22][cH:23][cH:24]1)(=[O:25])[O:26][CH3:27].[CH2:7]([O:8][CH:9]([O:10][CH2:11][CH3:12])[O:13][CH2:14][CH3:15])[CH3:16].[CH3:28][CH2:29][CH2:30][CH2:31][CH2:32][CH3:33].[NH2:1][c:2]1[n:3][n:4][n:5][nH:6]1>>[NH:1]([c:2]1[nH:3][n:4][n:5][n:6]1)[CH:7]=[N:20][c:19]1[c:18]([C:17](=[O:25])[O:26][CH3:27])[cH:24][cH:23][cH:22][cH:21]1. Starting materials: C(C1=CC=CC=C1)(=O)NC1=CC=2C(N3C(N(C2C=C1)C)=CC(=N3)C(=O)OCC)=O (7-(benzoylamino)-4,9-dihydro-4-methyl-9-oxopyrazolo-[5,1-b]quinazoline-2-carboxylic acid, ethyl ester), [H-].[Na+] (sodium hydride), IC (iodomethane). The solvent is CN(C)C=O (DMF), CN(C)C=O (DMF). Conditions: temperature 0 celsius, time 30 minute. Yields the product C(C1=CC=CC=C1)(=O)N(C1=CC=2C(N3C(N(C2C=C1)C)=CC(=N3)C(=O)O)=O)C (7-[Benzoyl(methyl)amino]-4,9-dihydro-4-methyl-9-oxopyrazolo[5,1-b]quinazoline-2-carboxylic acid). Yield: 57.3%. RXN SMILES: [H-].[Na+].[C:3]([NH:11][C:12]1[CH:21]=[CH:20][C:19]2[N:18]([CH3:22])[C:17]3=[CH:23][C:24]([C:26]([O:28]CC)=[O:27])=[N:25][N:16]3[C:15](=[O:31])[C:14]=2[CH:13]=1)(=[O:10])[C:4]1[CH:9]=[CH:8][CH:7]=[CH:6][CH:5]=1.I[CH3:33]>CN(C=O)C>[C:3]([N:11]([CH3:33])[C:12]1[CH:21]=[CH:20][C:19]2[N:18]([CH3:22])[C:17]3=[CH:23][C:24]([C:26]([OH:28])=[O:27])=[N:25][N:16]3[C:15](=[O:31])[C:14]=2[CH:13]=1)(=[O:10])[C:4]1[CH:9]=[CH:8][CH:7]=[CH:6][CH:5]=1 |f:0.1|. Procedure: To a stirring suspension of sodium hydride (0.05 9, 1.25 mmol, 60% dispersion in mineral oil) in 20 mL of DMF was added dropwise a solution of 7-(benzoylamino)-4,9-dihydro-4-methyl-9-oxopyrazolo-[5,1-b]quinazoline-2-carboxylic acid, ethyl ester (0.40 g, 1.02 mmol, Example 2) in 30 mL of DMF. The mixture was stirred for 30 minutes at 0° C. followed by dropwise addition of iodomethane (0.07 mL, 1.12 mmol). The ice-bath was removed, the mixture was stirred at room temperature for 2 hours, then conc... Reactants: NC1=NC=C(C(=C1N)N[C@H]1[C@H]([C@@H]2C=C[C@H]1C2)C(=O)N)Br ((1S,2S,3R,4R)-3-(2,3-Diamino-5-bromo-pyridin-4-ylamino)-bicyclo[2.2.1]hept-5-ene-2-carboxylic acid amide), ClC=1C=C(C=O)C=CC1 (3-Chlorobenzaldehyde), C(C)(=O)[O-].[NH4+] (Ammonium acetate). Product: BrC=1C(=C2C(=NC1)NC(=N2)C2=CC(=CC=C2)Cl)N[C@H]2[C@H]([C@@H]1C=C[C@H]2C1)C(=O)N ((1S,2S,3R,4R)-3-[6-Bromo-2-(3-chloro-phenyl)-3H-imidazo[4,5-b]pyridin-7-ylamino]-bicyclo[2.2.1]hept-5-ene-2-carboxylic acid amide). The yield is 53.2%. RXN SMILES: [NH2:1][C:2]1[C:7]([NH2:8])=[C:6]([NH:9][C@@H:10]2[C@@H:15]3[CH2:16][C@@H:12]([CH:13]=[CH:14]3)[C@@H:11]2[C:17]([NH2:19])=[O:18])[C:5]([Br:20])=[CH:4][N:3]=1.[Cl:21][C:22]1[CH:23]=[C:24]([CH:27]=[CH:28][CH:29]=1)[CH:25]=O.C([O-])(=O)C.[NH4+]>>[Br:20][C:5]1[C:6]([NH:9][C@@H:10]2[C@@H:15]3[CH2:16][C@@H:12]([CH:13]=[CH:14]3)[C@@H:11]2[C:17]([NH2:19])=[O:18])=[C:7]2[N:8]=[C:25]([C:24]3[CH:27]=[CH:28][CH:29]=[C:22]([Cl:21])[CH:23]=3)[NH:1][C:2]2=[N:3][CH:4]=1 |f:2.3|. Procedure details: In a similar fashion to Compound CXXV, (1S,2S,3R,4R)-3-(2,3-Diamino-5-bromo-pyridin-4-ylamino)-bicyclo[2.2.1]hept-5-ene-2-carboxylic acid amide (86.35 mg, 0.2553 mmol), 3-Chlorobenzaldehyde (39.5 mg, 0.281 mmol) and Ammonium acetate (39.4 mg, 0.511 mmol) were reacted to produce 62.33 mg (53%) of the title compound. (300 MHz, DMSO-d6) 3.42 (s, 1H), 8.18 s, 1H), 8.09 (d, J=8 Hz, 1H), 8.05 (s, 1H), 7.76 (s, 1H), 7.62-7.53 (m, 2H), 7.27-7.22 (m, 2H), 6.38 (m, 2H), 5.19 (t, J=17 Hz, 9 Hz, 1H), 2.90 (... Reactants: CN(C)CC=1SC=C(N1)CSCCNC(=C[N+](=O)[O-])SC (1-[2-(2-dimethylaminomethyl-4-thiazolylmethylthio)ethyl]amino-1-methylthio-2-nitroethylene), COCCN (2-methoxyethylamine). The solvent is C(C)O (ethanol). The product is CN(C)CC=1SC=C(N1)CSCCNC(=C[N+](=O)[O-])NCCOC (N-2-(2-dimethylaminomethyl-4-thiazolylmethylthio)ethyl-N'-(2-methoxy)ethyl 2-nitro-1,1-ethenediamine). As a reaction SMILES: [CH3:1][N:2]([CH2:4][C:5]1[S:6][CH:7]=[C:8]([CH2:10][S:11][CH2:12][CH2:13][NH:14][C:15](SC)=[CH:16][N+:17]([O-:19])=[O:18])[N:9]=1)[CH3:3].[CH3:22][O:23][CH2:24][CH2:25][NH2:26]>C(O)C>[CH3:3][N:2]([CH2:4][C:5]1[S:6][CH:7]=[C:8]([CH2:10][S:11][CH2:12][CH2:13][NH:14][C:15]([NH:26][CH2:25][CH2:24][O:23][CH3:22])=[CH:16][N+:17]([O-:19])=[O:18])[N:9]=1)[CH3:1]. Procedure details: A reaction mixture, prepared from 1.25 g of 1-[2-(2-dimethylaminomethyl-4-thiazolylmethylthio)ethyl]amino-1-methylthio-2-nitroethylene, 0.27 g of 2-methoxyethylamine and 20 ml of ethanol, was heated to refluxing temperature for about three hours. The solvent was then removed by evaporation and the resulting residue was chromatographed over silica using a gradient elution technique. The desired compound was eluted with a 5:95 methanol:ethyl acetate solvent mixture. Removal of the solvent yielded ... Reactants: CC([C@H]1CC[C@H]2[C@@H]3C=CC4=CC(C=C[C@]4(C)[C@H]3CC[C@]12C)=O)=O (1,4,6-pregnatriene-3,20-dione), I (hydrogen iodide). The solvent is C(C)(=O)O (acetic acid). Product: 7α-iodo, CC([C@H]1CC[C@H]2[C@@H]3CCC4=CC(C=C[C@]4(C)[C@H]3CC[C@]12C)=O)=O (1,4-pregnadiene-3,20-dione). As a reaction SMILES: [CH3:1][C:2](=[O:23])[C@@H:3]1[C@:20]2([CH3:21])[C@H:6]([C@H:7]3[C@H:17]([CH2:18][CH2:19]2)[C@:15]2([CH3:16])[C:10](=[CH:11][C:12](=[O:22])[CH:13]=[CH:14]2)[CH:9]=[CH:8]3)[CH2:5][CH2:4]1.I>C(O)(=O)C>[CH3:1][C:2](=[O:23])[C@@H:3]1[C@:20]2([CH3:21])[C@H:6]([C@H:7]3[C@H:17]([CH2:18][CH2:19]2)[C@:15]2([CH3:16])[C:10](=[CH:11][C:12](=[O:22])[CH:13]=[CH:14]2)[CH2:9][CH2:8]3)[CH2:5][CH2:4]1. Procedure: In a manner similar to that described in Example 9A, treat each of the 1,4,6-pregnatriene-3,20-dione derivatives prepared in Example 13A(1) with dry hydrogen iodide in glacial acetic acid. Isolate and purify each of the resultant products in a manner similar to that described to obtain the 7α-iodo derivative of each of the 1,4-pregnadiene-3,20-dione starting compounds of Example 13A(1), respectively. Reactants: N1(CCOCC1)C(=O)NC1(CCCCC1)C(=O)O (1-[N-(morpholine-4-carbonyl)amino]cyclohexanecarboxylic acid), N[C@H](C(C(=O)N)O)CCCC ((2RS, 3S)-3-amino-2-hydroxyheptanamide), CC(C)(C)OC(=O)C1(CCNCC1)C(=O)NC1(CCCCC1)C(=O)O (1-[N-[4-(2-methy-2-propyloxycarbonyl)piperadine-4-carbonyl]amino]cyclohexanecarboxylic acid), CC(C)(C)NC(C([C@H](CCCC)N)O)=O ((2RS,3S)-N-(2-methyl-2-propyl)-3-amino-2-hydroxyheptanamide). Product: NC(C([C@H](CCCC)NC(=O)C1(CCCCC1)NC(=O)C1CCN(CC1)C(=O)OC(C)(C)C)=O)=O (N-[(S)-1-amino-1,2-dioxo-3-heptyl]-1-[N-[(2-methyl-2-propyloxycarbonyl)piperadine-4-carbonyl]amino]cyclohexanecarboxamide). Isolated yield 63.0%. RXN SMILES: N1([C:7]([NH:9][C:10]2([C:16]([OH:18])=O)[CH2:15][CH2:14][CH2:13][CH2:12][CH2:11]2)=[O:8])CCOCC1.[CH3:19][C:20]([O:23][C:24](C1(C(NC2(C(O)=O)CCCCC2)=O)CCNCC1)=[O:25])([CH3:22])[CH3:21].CC([NH:48][C:49](=[O:58])[CH:50]([OH:57])[C@@H:51]([NH2:56])[CH2:52][CH2:53][CH2:54][CH3:55])(C)C.N[C@@H:60]([CH2:66][CH2:67]CC)[CH:61](O)[C:62]([NH2:64])=O>>[NH2:48][C:49](=[O:58])[C:50](=[O:57])[C@@H:51]([NH:56][C:16]([C:10]1([NH:9][C:7]([CH:60]2[CH2:61][CH2:62][N:64]([C:24]([O:23][C:20]([CH3:22])([CH3:21])[CH3:19])=[O:25])[CH2:67][CH2:66]2)=[O:8])[CH2:11][CH2:12][CH2:13][CH2:14][CH2:15]1)=[O:18])[CH2:52][CH2:53][CH2:54][CH3:55]. Procedure details: The same reaction procedure as in Example 1 was repeated except that the 1-[N-(morpholine-4-carbonyl)amino]cyclohexanecarboxylic acid used in Example 1 was replaced by 1.06 g of 1-[N-[4-(2-methy-2-propyloxycarbonyl)piperadine-4-carbonyl]amino]cyclohexanecarboxylic acid, and (2RS,3S)-N-(2-methyl-2-propyl)-3-amino-2-hydroxyheptanamide used in Example 1 was replaced by 0.43 g of (2RS, 3S)-3-amino-2-hydroxyheptanamide synthesized in Reference Example 16, whereby 0.92 g of N-[(S)-1-amino-1,2-dioxo-3-... The reactants are FC1=C2CCN(N3C2=C(C(=C1F)F)C(C(=C3)C(=O)OCC)=O)C (Ethyl 4,5,6-Trifluoro-2,3-dihydro-1-methyl-7-oxo-1H,7H-pyrido[3,2,1-il]cinnoline-8-carboxylate), C(C)(=O)O (acetic acid), Cl (hydrochloric acid). The solvent is O (water). Reaction conditions: temperature 100 celsius. The product is FC1=C2CCN(N3C2=C(C(=C1F)F)C(C(=C3)C(=O)O)=O)C (4,5,6-Trifluoro-2,3-dihydro-1-methyl-7-oxo-1H,7H-pyrido[3,2,1-il]cinnoline-8-carboxylic acid). Isolated yield 80.2%. As a reaction SMILES: [F:1][C:2]1[C:11]([F:12])=[C:10]([F:13])[C:9]2[C:14](=[O:22])[C:15]([C:17]([O:19]CC)=[O:18])=[CH:16][N:7]3[C:8]=2[C:3]=1[CH2:4][CH2:5][N:6]3[CH3:23].C(O)(=O)C.Cl>O>[F:1][C:2]1[C:11]([F:12])=[C:10]([F:13])[C:9]2[C:14](=[O:22])[C:15]([C:17]([OH:19])=[O:18])=[CH:16][N:7]3[C:8]=2[C:3]=1[CH2:4][CH2:5][N:6]3[CH3:23]. Reported procedure: 30 mg of the compound (198) obtained in Example 69 was added to 0.4 ml of acetic acid and 0.1 ml of 12 N hydrochloric acid, and the solution was heated at 100° C. for 2 hours. After air-cooling, water was added to the reaction solution, and deposited solids were filtered off and washed with water, ethanol and ether in this order to obtain 22 mg of the subject compound (199) in a 81% yield.